Dataset: the Open Reaction Database (ORD), a public repository of structured organic reaction records. Task: describe an organic reaction: reactants, conditions, products, and yield Reactants: CO, [H][H], OCc1cccc(C#CCCCOc2ccccc2)c1. Yields the product OCc1cccc(CCCCCOc2ccccc2)c1. RXN SMILES: [CH3:23][OH:24].[H:21][H:22].[O:1]([c:2]1[cH:3][cH:4][cH:5][cH:6][cH:7]1)[CH2:8][CH2:9][CH2:10][C:11]#[C:12][c:13]1[cH:14][c:15]([CH2:16][OH:17])[cH:18][cH:19][cH:20]1>>[O:1]([c:2]1[cH:3][cH:4][cH:5][cH:6][cH:7]1)[CH2:8][CH2:9][CH2:10][CH2:11][CH2:12][c:13]1[cH:14][c:15]([CH2:16][OH:17])[cH:18][cH:19][cH:20]1. Reactants: NC(=O)CCl, OCc1ccc(OCc2cccc(F)c2)cc1, [H-], [Na+], C1CCOC1, O. The product is NC(=O)COCc1ccc(OCc2cccc(F)c2)cc1. Reaction SMILES: [Cl:20][CH2:21][C:22](=[O:23])[NH2:24].[F:1][c:2]1[cH:3][c:4]([CH2:5][O:6][c:7]2[cH:8][cH:9][c:10]([CH2:13][OH:14])[cH:11][cH:12]2)[cH:15][cH:16][cH:17]1.[H-:18].[Na+:19].[O:26]1[CH2:27][CH2:28][CH2:29][CH2:30]1.[OH2:25]>>[F:1][c:2]1[cH:3][c:4]([CH2:5][O:6][c:7]2[cH:8][cH:9][c:10]([CH2:13][O:14][CH2:21][C:22](=[O:23])[NH2:24])[cH:11][cH:12]2)[cH:15][cH:16][cH:17]1. Starting materials: Cc1ccc(C(F)(F)C(C)(C)C)cc1, [K+], O=[Mn](=O)(=O)[O-], [Na+], [OH-], O, c1ccncc1. Product: CC(C)(C)C(F)(F)c1ccc(C(=O)O)cc1. RXN SMILES: [F:1][C:2]([C:3]([CH3:4])([CH3:5])[CH3:6])([F:7])[c:8]1[cH:9][cH:10][c:11]([CH3:14])[cH:12][cH:13]1.[K+:22].[Mn:17](=[O:18])([O-:19])(=[O:20])=[O:21].[Na+:16].[OH-:15].[OH2:29].[cH:23]1[cH:24][cH:25][n:26][cH:27][cH:28]1>>[F:1][C:2]([C:3]([CH3:4])([CH3:5])[CH3:6])([F:7])[c:8]1[cH:9][cH:10][c:11]([C:14](=[O:15])[OH:18])[cH:12][cH:13]1. Reactants: COC(C1=CC(=CC=C1)NC(CN1C(N(C2=C(C(=N1)C1CCCCC1)C=CC=C2)CC(C(C)(C)C)=O)=O)=O)=O (3-{2-[5-Cyclohexyl-1-(3,3-dimethyl-2-oxo-butyl)-2-oxo-1,2-dihydro-3H-1,3,4-benzotriazepin-3-yl]-acetylamino}-benzoic acid methyl ester), C1(CCCCC1)C1=NN(C(N(C2=C1C=CC=C2)CC(=O)C2CCCC2)=O)CC(=O)O ([5-cyclohexyl-1-(2-cyclopentyl-2-oxo-ethyl)-2-oxo-1,2-dihydro-3H-1,3,4-benzotriazepin-3-yl]-acetic acid), C(C)(C)(C)OC(N(C)C1=CC(=CC=C1)N)=O ((3-amino-phenyl)-methyl-carbamic acid tert-butyl ester), C1(CCCCC1)C1=NN(C(N(C2=C1C=CC=C2)CC(C(C)(C)C)=O)=O)CC(=O)O ([5-cyclohexyl-1-(3,3-dimethyl-2-oxo-butyl)-2-oxo-1,2-dihydro-3H-1,3,4-benzotriazepin-3-yl]-acetic acid), COC(C1=CC(=CC=C1)N)=O (3-amino-benzoic acid methyl ester). Product: C(C)(C)(C)OC(N(C)C1=CC(=CC=C1)NC(CN1C(N(C2=C(C(=N1)C1CCCCC1)C=CC=C2)CC(C(C)(C)C)=O)=O)=O)=O ((3-{2-[5-cyclohexyl-1-(3,3-dimethyl-2-oxo-butyl)-2-oxo-1,2-dihydro-3H-1,3,4-benzotriazepin-3-yl]-acetylamino}-phenyl)-methyl-carbamic acid tert-butyl ester). RXN SMILES: COC(=O)[C:4]1[CH:9]=[CH:8][CH:7]=[C:6]([NH:10][C:11](=[O:38])[CH2:12][N:13]2[N:19]=[C:18]([CH:20]3[CH2:25][CH2:24][CH2:23][CH2:22][CH2:21]3)[C:17]3[CH:26]=[CH:27][CH:28]=[CH:29][C:16]=3[N:15]([CH2:30][C:31](=[O:36])[C:32]([CH3:35])([CH3:34])[CH3:33])[C:14]2=[O:37])[CH:5]=1.C1(C2C3C=CC=CC=3N(CC(C3CCCC3)=O)C(=O)N(CC(O)=O)N=2)CCCCC1.[C:70]([O:74][C:75](=[O:85])[N:76](C1C=CC=C(N)C=1)[CH3:77])([CH3:73])([CH3:72])[CH3:71].C1(C2C3C=CC=CC=3N(CC(=O)C(C)(C)C)C(=O)N(CC(O)=O)N=2)CCCCC1.COC(=O)C1C=CC=C(N)C=1>>[C:70]([O:74][C:75](=[O:85])[N:76]([C:4]1[CH:9]=[CH:8][CH:7]=[C:6]([NH:10][C:11](=[O:38])[CH2:12][N:13]2[N:19]=[C:18]([CH:17]3[CH2:16][CH2:29][CH2:28][CH2:27][CH2:26]3)[C:20]3[CH:21]=[CH:22][CH:23]=[CH:24][C:25]=3[N:15]([CH2:30][C:31](=[O:36])[C:32]([CH3:34])([CH3:35])[CH3:33])[C:14]2=[O:37])[CH:5]=1)[CH3:77])([CH3:73])([CH3:72])[CH3:71]. Procedure: The title compound was obtained by the method used in the preparation of 3-{2-[5-cyclohexyl-1-(3,3-dimethyl-2-oxo-butyl)-2-oxo-1,2-dihydro-3H-1,3,4-benzotriazepin-3-yl]-acetylamino}-benzoic acid methyl ester (Example 1) except that [5-cyclohexyl-1-(2-cyclopentyl-2-oxo-ethyl)-2-oxo-1,2-dihydro-3H-1,3,4-benzotriazepin-3-yl]-acetic acid (Example 22, step a) and (3-amino-phenyl)-methyl-carbamic acid tert-butyl ester (Example 3, step c) were used in place of [5-cyclohexyl-1-(3,3-dimethyl-2-oxo-butyl)... Reactants: COC1=CC=C(C=C1)C1=NN2C(N=C(C=C2)C(=O)OCC)=C1 (ethyl 2-(4-methoxyphenyl)pyrazolo[1,5-a]pyrimidine-5-carboxylate), O.[OH-].[Li+] (lithium hydroxide hydrate), Cl (hydrochloric acid). Run in C1CCOC1 (THF), O (water). Conditions: time 3 hour. Product: COC1=CC=C(C=C1)C1=NN2C(N=C(C=C2)C(=O)O)=C1 (2-(4-Methoxyphenyl)pyrazolo[1,5-a]pyrimidine-5-carboxylic acid). Reaction SMILES: [CH3:1][O:2][C:3]1[CH:8]=[CH:7][C:6]([C:9]2[CH:22]=[C:12]3[N:13]=[C:14]([C:17]([O:19]CC)=[O:18])[CH:15]=[CH:16][N:11]3[N:10]=2)=[CH:5][CH:4]=1.O.[OH-].[Li+].Cl>C1COCC1.O>[CH3:1][O:2][C:3]1[CH:4]=[CH:5][C:6]([C:9]2[CH:22]=[C:12]3[N:13]=[C:14]([C:17]([OH:19])=[O:18])[CH:15]=[CH:16][N:11]3[N:10]=2)=[CH:7][CH:8]=1 |f:1.2.3|. Procedure details: To a solution of ethyl 2-(4-methoxyphenyl)pyrazolo[1,5-a]pyrimidine-5-carboxylate (485 mg; 1.63 mmol) in THF (10 mL) and water (3 mL) was added lithium hydroxide hydrate (206 mg; 4.9 mmol) and the mixture was stirred at room temperature for 3 hours. Concentrated hydrochloric acid was then slowly added (ca. 0.5 mL) until pH reached 1 and the mixture was concentrated under reduced pressure. The resulting solid was dissolved in methylene chloride, filtered, concentrated and dried under high vacuum....